This data is from the Open Reaction Database (ORD), a public repository of structured organic reaction records. The task is: describe an organic reaction: reactants, conditions, products, and yield Starting materials: C(C)(C)N(CC)C(C)C (Diisopropylethylamine), BrCC(=O)C1=CC=CC=C1 (2-bromoacetophenone), Cl.COC(C(N)C(C)C)=O (DL-valine methyl ester hydrochloride), C(C)OCC (diethyl ether). The solvent is C(Cl)Cl (methylene chloride). The product is O=C(CNC(C(=O)OC)C(C)C)C1=CC=CC=C1 (Methyl (2RS)-2-(2-oxo-2-phenylethyl)aminoisovalerate). Reaction SMILES: C(N(C(C)C)CC)(C)C.Br[CH2:11][C:12]([C:14]1[CH:19]=[CH:18][CH:17]=[CH:16][CH:15]=1)=[O:13].Cl.[CH3:21][O:22][C:23](=[O:29])[CH:24]([CH:26]([CH3:28])[CH3:27])[NH2:25].C(OCC)C>C(Cl)Cl>[O:13]=[C:12]([C:14]1[CH:19]=[CH:18][CH:17]=[CH:16][CH:15]=1)[CH2:11][NH:25][CH:24]([CH:26]([CH3:28])[CH3:27])[C:23]([O:22][CH3:21])=[O:29] |f:2.3|. Procedure: Diisopropylethylamine (7.66 ml) and 2-bromoacetophenone (4.2 g) are added to a suspension of DL-valine methyl ester hydrochloride (3.36 g, Reference compound No. 45-1) in methylene chloride (100 ml), and the mixture is refluxed for four days. The reaction mixture is allowed to stand at room temperature, diethyl ether is added to the mixture, and the whole is extracted with 0.1 N hydrochloric acid. Sodium hydrogencarbonate is added to the extract to basify the system, and the whole is extracted w...